From a dataset of the Open Reaction Database (ORD), a public repository of structured organic reaction records. describe an organic reaction: reactants, conditions, products, and yield As a reaction SMILES: [Na].C(OCC)(=O)[CH2:3][C:4]([O-:6])=[O:5].Br[CH:12]([CH2:14][CH2:15][CH3:16])[CH3:13].[Br-].[Na+]>C(O)C>[CH3:13][CH:12]([CH2:14][CH2:15][CH3:16])[CH2:3][C:4]([OH:6])=[O:5] |f:3.4,^1:0|. Solvent: C(C)O (ethanol). Yields the product CC(CC(=O)O)CCC (3-methylhexanoic acid). The yield is 76.1%. Starting materials: [Na] (Sodium), BrC(C)CCC (2-bromopentane), [Br-].[Na+] (sodium bromide), C(CC(=O)[O-])(=O)OCC (Ethyl malonate). Procedure: Sodium metal (42.0 g, 1.827 mol) was dissolved in absolute ethanol (500 ml) under argon atmosphere. Ethyl malonate (289.3 g, 1.806 mol) was added at a stretch to the solution with stirring. Further, 2-bromopentane (262.6 g, 1.738 mol) was added dropwise at first slowly and, after sodium bromide was precipitated, in such a rate that ethanol was slowly refluxed. After 3 hour reflux, the mixture was cooled to room temperature, and 50% aqueous potassium hydroxide solution (510 g) was added dropwise ... As a reaction SMILES: [Cl:1][C:2]1[CH:7]=[CH:6][C:5]([OH:8])=[CH:4][CH:3]=1.[H-].[Na+:10].Cl>C1COCC1>[Cl:1][C:2]1[CH:7]=[CH:6][C:5]([O-:8])=[CH:4][CH:3]=1.[Na+:10] |f:1.2,5.6|. The reactants are ClC1=CC=C(C=C1)O (p-chlorophenol), [H-].[Na+] (sodium hydride), ClC1=CC=C(C=C1)O (p-chlorophenol), Cl (HCl). Reported procedure: A large batch of sodium p-chlorophenoxide salt was prepared by the reaction of 529.4 grams (4.12 moles) of p-chlorophenol with 99.0 grams (4.12 moles) of sodium hydride in THF at room temperature. A light yellow solution was obtained after 2 hours. A sample of the salt was neutralized with HCl and analyzed. The analysis showed 100% p-chlorophenol. The product is ClC1=CC=C([O-])C=C1.[Na+] (sodium p-chlorophenoxide salt). Run in C1CCOC1 (THF).